This data is from the Open Reaction Database (ORD), a public repository of structured organic reaction records. The task is: describe an organic reaction: reactants, conditions, products, and yield Conditions: time 15 minute. Procedure details: To a 150 mL round-bottomed flask was added tert-butyl (S)-1-(4-bromo-5-(thiazolo[5,4-c]pyridin-2-yl)thiazol-2-ylamino)-3-(4-(trifluoromethyl)phenyl)propan-2-ylcarbamate (0.157 g, 0.26 mmol), DCM (25.00 mL, 389 mmol) and TFA (5.00 mL, 65 mmol) with a few drops of triethylsilane, and the resulting solution was stirred for about 15 minutes and followed by LCMS. LCMS showed conversion to product so the solvent was removed, and the oil was dissolved in 2 N ammonia in MeOH and adsorbed on to a plug of... The yield is 64.3%. Run in C(Cl)Cl (DCM), C(Cl)Cl (DCM). The reactants are BrC=1N=C(SC1C=1SC=2C=NC=CC2N1)NC[C@H](CC1=CC=C(C=C1)C(F)(F)F)NC(OC(C)(C)C)=O (tert-butyl (S)-1-(4-bromo-5-(thiazolo[5,4-c]pyridin-2-yl)thiazol-2-ylamino)-3-(4-(trifluoromethyl)phenyl)propan-2-ylcarbamate), C(=O)(C(F)(F)F)O (TFA), CO (MeOH). RXN SMILES: [Br:1][C:2]1[N:3]=[C:4]([NH:16][CH2:17][C@@H:18]([NH:30]C(=O)OC(C)(C)C)[CH2:19][C:20]2[CH:25]=[CH:24][C:23]([C:26]([F:29])([F:28])[F:27])=[CH:22][CH:21]=2)[S:5][C:6]=1[C:7]1[S:8][C:9]2[CH:10]=[N:11][CH:12]=[CH:13][C:14]=2[N:15]=1.C(O)(C(F)(F)F)=O.CO>C([SiH](CC)CC)C.C(Cl)Cl>[NH2:30][C@@H:18]([CH2:19][C:20]1[CH:25]=[CH:24][C:23]([C:26]([F:27])([F:29])[F:28])=[CH:22][CH:21]=1)[CH2:17][NH:16][C:4]1[S:5][C:6]([C:7]2[S:8][C:9]3[CH:10]=[N:11][CH:12]=[CH:13][C:14]=3[N:15]=2)=[C:2]([Br:1])[N:3]=1. The reagents and catalysts are C(C)[SiH](CC)CC (triethylsilane). Yields the product N[C@H](CNC=1SC(=C(N1)Br)C=1SC=2C=NC=CC2N1)CC1=CC=C(C=C1)C(F)(F)F (N—((S)-2-amino-3-(4-(trifluoromethyl)phenyl)propyl)-4-bromo-5-(thiazolo[5,4-c]pyridin-2-yl)thiazol-2-amine). The reactants are [F-], [K+], CN(C)C=O, Oc1cccc(Br)c1O. The product is Brc1cccc2c1OCO2. RXN SMILES: [F-:10].[K+:11].[O:12]=[CH:13][N:14]([CH3:15])[CH3:16].[OH:1][c:2]1[c:3]([Br:9])[cH:4][cH:5][cH:6][c:7]1[OH:8]>>[O:1]1[c:2]2[c:3]([Br:9])[cH:4][cH:5][cH:6][c:7]2[O:8][CH2:13]1. Reagents/catalysts: [Pd] (palladium black). Reported procedure: 1.0 Gram of 4-methyl-7-[3-(4-phenylpiperazinyl)propoxy]carbostyril dihydrochloride and 0.3 g of palladium black are dispersed in 200 ml of ethanol under 2 atmospheres of hydrogen pressure at room temperature and catalytic reduction is carried out at 70°-80° C. for 8 hours. After cooling the reaction mixture, the palladium black is removed by filtration and the mother liquor is concentrated to dryness. The residue is recrystallized from a mixture of methanol-ether to obtain 0.6 g (yield: 60%) of ... Reaction conditions: time 8 hour. The yield is 60.0%. The reactants are Cl.Cl.CC1=CC(NC2=CC(=CC=C12)OCCCN1CCN(CC1)C1=CC=CC=C1)=O (4-methyl-7-[3-(4-phenylpiperazinyl)propoxy]carbostyril dihydrochloride), [H][H] (hydrogen). The solvent is C(C)O (ethanol). The product is Cl.Cl.CC1CC(NC2=CC(=CC=C12)OCCCN1CCN(CC1)C1=CC=CC=C1)=O (4-methyl-7-[3-(4-phenylpiperazinyl)propoxy]-3,4-dihydrocarbostyril.dihydrochloride). RXN SMILES: [ClH:1].Cl.[CH3:3][C:4]1[C:13]2[C:8](=[CH:9][C:10]([O:14][CH2:15][CH2:16][CH2:17][N:18]3[CH2:23][CH2:22][N:21]([C:24]4[CH:29]=[CH:28][CH:27]=[CH:26][CH:25]=4)[CH2:20][CH2:19]3)=[CH:11][CH:12]=2)[NH:7][C:6](=[O:30])[CH:5]=1.[H][H]>C(O)C.[Pd]>[ClH:1].[ClH:1].[CH3:3][CH:4]1[C:13]2[C:8](=[CH:9][C:10]([O:14][CH2:15][CH2:16][CH2:17][N:18]3[CH2:19][CH2:20][N:21]([C:24]4[CH:25]=[CH:26][CH:27]=[CH:28][CH:29]=4)[CH2:22][CH2:23]3)=[CH:11][CH:12]=2)[NH:7][C:6](=[O:30])[CH2:5]1 |f:0.1.2,6.7.8|. Starting materials: BrC1=CC=C(C=C1)[C@@H](C\C(=N/O)\C1=CC(=NC=C1)C)C1=C(C=CC=C1)C ((E,R)-3-(4-bromophenyl)-1-(2-methylpyridin-4-yl)-3-o-tolylpropan-1-one oxime), CS(=O)(=O)N1CCNCC1 (1-methanesulfonyl-piperazine). The product is CC1=NC=CC(=C1)/C(/C[C@@H](C1=C(C=CC=C1)C)C1=CC=C(C=C1)N1CCN(CC1)S(=O)(=O)C)=N/O ((E,R)-1-(2-Methylpyridin-4-yl)-3-(4-(4-(methylsulfonyl)piperazin-1-yl)phenyl)-3-o-tolylpropan-1-one oxime). RXN SMILES: Br[C:2]1[CH:7]=[CH:6][C:5]([C@H:8]([C:20]2[CH:25]=[CH:24][CH:23]=[CH:22][C:21]=2[CH3:26])[CH2:9]/[C:10](/[C:13]2[CH:18]=[CH:17][N:16]=[C:15]([CH3:19])[CH:14]=2)=[N:11]\[OH:12])=[CH:4][CH:3]=1.[CH3:27][S:28]([N:31]1[CH2:36][CH2:35][NH:34][CH2:33][CH2:32]1)(=[O:30])=[O:29]>>[CH3:19][C:15]1[CH:14]=[C:13](/[C:10](=[N:11]/[OH:12])/[CH2:9][C@H:8]([C:5]2[CH:4]=[CH:3][C:2]([N:34]3[CH2:35][CH2:36][N:31]([S:28]([CH3:27])(=[O:30])=[O:29])[CH2:32][CH2:33]3)=[CH:7][CH:6]=2)[C:20]2[CH:25]=[CH:24][CH:23]=[CH:22][C:21]=2[CH3:26])[CH:18]=[CH:17][N:16]=1. Reported procedure: In analogy to example 39, from (E,R)-3-(4-bromophenyl)-1-(2-methylpyridin-4-yl)-3-o-tolylpropan-1-one oxime (example 142, step 1) and 1-methanesulfonyl-piperazine (CAS RN: [55276-43-2]) was prepared the title compound as a yellow solid, MS (ESI+): m/z=493.3 ([M+H]+).